This data is from the Open Reaction Database (ORD), a public repository of structured organic reaction records. The task is: describe an organic reaction: reactants, conditions, products, and yield Starting materials: ClCS(=O)(=O)Cl (chloromethanesulphonyl chloride), NC1=CC=NN1C1=C(C=C(C=C1Cl)C(F)(F)F)Cl (5-amino-1-(2,6-dichloro-4-trifluoromethylphenyl)-pyrazole), ice water. The solvent is ClC1=C(C=CC=C1)Cl (1,2-dichlorobenzene), N1=CC=CC=C1 (pyridine). Conditions: time 5 hour. Yields the product ClCS(=O)(=O)NC1=CC=NN1C1=C(C=C(C=C1Cl)C(F)(F)F)Cl (5-chloromethanesulphonamido-1-(2,6-dichloro-4-trifluoromethylphenyl)-pyrazole). Isolated yield 62.6%. RXN SMILES: [NH2:1][C:2]1[N:6]([C:7]2[C:12]([Cl:13])=[CH:11][C:10]([C:14]([F:17])([F:16])[F:15])=[CH:9][C:8]=2[Cl:18])[N:5]=[CH:4][CH:3]=1.[Cl:19][CH2:20][S:21](Cl)(=[O:23])=[O:22]>N1C=CC=CC=1.ClC1C=CC=CC=1Cl>[Cl:19][CH2:20][S:21]([NH:1][C:2]1[N:6]([C:7]2[C:12]([Cl:13])=[CH:11][C:10]([C:14]([F:16])([F:15])[F:17])=[CH:9][C:8]=2[Cl:18])[N:5]=[CH:4][CH:3]=1)(=[O:23])=[O:22]. Reported procedure: 10 g (0.034 mole) of 5-amino-1-(2,6-dichloro-4-trifluoromethylphenyl)-pyrazole are dissolved in 35 ml of pyridine. 21.4 g (0.068 mole) of 47% chloromethanesulphonyl chloride, dissolved in 1,2-dichlorobenzene, are added dropwise at 0° C. to 5° C. The mixture is stirred for five hours, during which the temperature slowly rises to 20° C. The mixture is then poured into ice-water and extracted with methylene chloride. The organic phase is separated off, washed with dilute hydrochloric acid and extra... Starting materials: CC(=O)SCC(Cc1ccccc1)C(=O)Nc1cccc(C(=O)OCCBr)c1, CO, NC(=O)c1cccnc1. Product: CC(=O)SCC(Cc1ccccc1)C(=O)Nc1cccc(C(=O)OCCO)c1. Reaction SMILES: [C:1]([CH3:2])(=[O:3])[S:4][CH2:5][CH:6]([C:7](=[O:8])[NH:9][c:10]1[cH:11][c:12]([C:13](=[O:14])[O:15][CH2:16][CH2:17][Br:18])[cH:19][cH:20][cH:21]1)[CH2:22][c:23]1[cH:24][cH:25][cH:26][cH:27][cH:28]1.[CH3:38][OH:39].[n:29]1[cH:30][cH:31][cH:32][c:33]([C:34]([NH2:35])=[O:36])[cH:37]1>>[C:1]([CH3:2])(=[O:3])[S:4][CH2:5][CH:6]([C:7](=[O:8])[NH:9][c:10]1[cH:11][c:12]([C:13](=[O:14])[O:15][CH2:16][CH2:17][OH:36])[cH:19][cH:20][cH:21]1)[CH2:22][c:23]1[cH:24][cH:25][cH:26][cH:27][cH:28]1. Starting materials: OCCC(C1=CC=CC=C1)C1=C2C(=CNC2=CC=C1)C#N (4-(3-hydroxy-1-pheny-propyl)-1H-indole-3-carbonitrile), CS(=O)(=O)Cl (MsCl), ice water, TEA. The solvent is C1CCOC1.C(Cl)Cl (THF DCM). Run at temperature 0 celsius, time 10 minute. Yields the product C(#N)C1=CNC2=CC=CC(=C12)C(CCOS(=O)(=O)C)C1=CC=CC=C1 (methanesulfonic acid 3-(3-cyano-1H-indol-4-yl)-3-phenyl-propyl ester). Reaction SMILES: [OH:1][CH2:2][CH2:3][CH:4]([C:11]1[CH:19]=[CH:18][CH:17]=[C:16]2[C:12]=1[C:13]([C:20]#[N:21])=[CH:14][NH:15]2)[C:5]1[CH:10]=[CH:9][CH:8]=[CH:7][CH:6]=1.[CH3:22][S:23](Cl)(=[O:25])=[O:24]>C1COCC1.C(Cl)Cl>[C:20]([C:13]1[C:12]2[C:16](=[CH:17][CH:18]=[CH:19][C:11]=2[CH:4]([C:5]2[CH:6]=[CH:7][CH:8]=[CH:9][CH:10]=2)[CH2:3][CH2:2][O:1][S:23]([CH3:22])(=[O:25])=[O:24])[NH:15][CH:14]=1)#[N:21] |f:2.3|. Reported procedure: To a 0° C. solution of 4-(3-hydroxy-1-pheny-propyl)-1H-indole-3-carbonitrile LX (377 mg, 1.36 mmol) in THF/DCM (1/1, 22 ml) was added MsCl (105 μl, 1.36 mmol) dropwise. The mixture was stirred at 0° C. for 10 minutes, and TEA (226 μl, 1.62 mmol) was added dropwise. The resulting mixture was stirred at 0° C. for 2.5 hours, poured into ice/water, and extracted with EtOAc. The combined organic layers were dried over Na2SO4, filtered, and concentrated affording methanesulfonic acid 3-(3-cyano-1H-ind... Starting materials: CC1(C)C=Cc2cc(Br)ccc2N1, CCOC(C)=O, [Na+], C1CCOC1, [OH-], O, OO. Product: CC1(C)CC(O)c2cc(Br)ccc2N1. As a reaction SMILES: [Br:1][c:2]1[cH:3][c:4]2[c:9]([cH:10][cH:11]1)[NH:8][C:7]([CH3:12])([CH3:13])[CH:6]=[CH:5]2.[CH3:23][CH2:24][O:25][C:26]([CH3:27])=[O:28].[Na+:20].[O:14]1[CH2:15][CH2:16][CH2:17][CH2:18]1.[OH-:19].[OH2:29].[OH:21][OH:22]>>[Br:1][c:2]1[cH:3][c:4]2[c:9]([cH:10][cH:11]1)[NH:8][C:7]([CH3:12])([CH3:13])[CH2:6][CH:5]2[OH:14].